From a dataset of the Open Reaction Database (ORD), a public repository of structured organic reaction records. describe an organic reaction: reactants, conditions, products, and yield Reactants: BrCC(=O)OCC (ethyl bromoacetate), Cl (HCl), ClC=1C(=CC2=C(NC(CO2)=O)C1)Cl (6,7-dichloro-2H-1,4-benzoxazin-3(4H)-one), FC(C(=O)O)(F)F (trifluoroacetic acid). Solvent: CN(C)C=O (DMF), CC#N.O (CH3CN H2O). Reaction conditions: temperature 0 celsius. Yields the product ClC=1C(=CC2=C(N(C(CO2)=O)CC(=O)OCC)C1)Cl (ethyl (6,7-dichloro-3-oxo-2,3-dihydro-4H-1,4-benzoxazin-4-yl)acetate). Isolated yield 83.3%. As a reaction SMILES: [Cl:1][C:2]1[C:3]([Cl:13])=[CH:4][C:5]2[O:10][CH2:9][C:8](=[O:11])[NH:7][C:6]=2[CH:12]=1.Br[CH2:15][C:16]([O:18][CH2:19][CH3:20])=[O:17].FC(F)(F)C(O)=O.Cl>CN(C=O)C.CC#N.O>[Cl:1][C:2]1[C:3]([Cl:13])=[CH:4][C:5]2[O:10][CH2:9][C:8](=[O:11])[N:7]([CH2:15][C:16]([O:18][CH2:19][CH3:20])=[O:17])[C:6]=2[CH:12]=1 |f:5.6|. Procedure details: A 1 L round-bottom flask was purged with argon and charged with sodium hydride (6.94 g of a 60% dispersion of NaH in mineral oil, 0.174 mol) and 60 mL of anhydrous DMF. This suspension was magnetically stirred and cooled to 0° C. in an ice-bath and then treated slowly with a suspension of 6,7-dichloro-2H-1,4-benzoxazin-3(4H)-one (22.2 g. 0.102 mol) in 140 mL of anhydrous DMF. The reaction mixture was maintained at 0° C. for one hour and then treated slowly with ethyl bromoacetate (29.4 mL, 0.265... Starting materials: N[C@@H](CC(=O)OC)C(=O)OC (dimethyl aspartate), N[C@@H](CCC(=O)OC)C(=O)OC (dimethyl glutamate). Yields the product N-[3β-hydroxy-11-oxo-18β-olean-12-en-30-oyl]aspartic acid, N[C@@H](CCC(=O)O)C(=O)O (glutamic acid). Reaction SMILES: N[C@H](C(OC)=O)CC(OC)=O.[NH2:12][C@H:13]([C:20]([O:22]C)=[O:21])[CH2:14][CH2:15][C:16]([O:18]C)=[O:17]>>[NH2:12][C@H:13]([C:20]([OH:22])=[O:21])[CH2:14][CH2:15][C:16]([OH:18])=[O:17]. Procedure details: In like manner, but using dimethyl aspartate and dimethyl glutamate in place of diethyl malonate affords the corresponding N-[3β-hydroxy-11-oxo-18β-olean-12-en-30-oyl]aspartic acid and glutamic acid compounds which are converted to their disodium salts according to Example I-C. The reactants are 194.4, C(#N)N=C([S-])[S-].[K+].[K+] (dipotassium N-cyano-dithioimidocarbonate), O (water), C(C1=CC=CC=C1)Cl (benzyl chloride). Run in CO (methanol). Reaction conditions: time 1 hour. Yields the product OC1=NSC(=N1)SCC1=CC=CC=C1 (3-hydroxy-5-benzylthio-1,2,4-thiadiazole). RXN SMILES: [C:1]([N:3]=[C:4]([S-:6])[S-:5])#[N:2].[K+].[K+].[OH2:9].[CH2:10](Cl)[C:11]1[CH:16]=[CH:15][CH:14]=[CH:13][CH:12]=1>CO>[OH:9][C:1]1[N:3]=[C:4]([S:6][CH2:10][C:11]2[CH:16]=[CH:15][CH:14]=[CH:13][CH:12]=2)[S:5][N:2]=1 |f:0.1.2|. Procedure details: A mixture of 194.4 of dipotassium N-cyano-dithioimidocarbonate, 150 ml of water, 1 liter of methanol and 126.7 g of benzyl chloride was stirred at room temperature for 1 hour and after filtering, methanol was evaporated from the filtrate 2.5 liters of water were added again to the residue and then 110 ml of 30% hydrogen peroxide were slowly added. The mixture was stirred for one half hour at 40° C and then 15 hours at 20° C. The mixture was acidified with hydrochloric acid and was vacuum filtere... Starting materials: ClC=1C=C(C=CC1F)NC1=C(C=NC2=CC(=C(C=C12)NC(C=CCBr)=O)OC)C#N (4-bromo-but-2-enoic acid[4-(3-chloro-4-fluoro-phenylamino)-3-cyano-7-methoxy-quinolin-6-yl]-amide), OC1CCNCC1 (4-hydroxypiperidine), C([O-])(O)=O.[Na+] (sodium bicarbonate). The solvent is CN(C=O)C (dimethylformamide). Run at time 3 hour. Product: ClC=1C=C(C=CC1F)NC1=C(C=NC2=CC(=C(C=C12)NC(C=CCN1CCC(CC1)O)=O)OC)C#N (4-(4-Hydroxy-piperidin-1-yl)-but-2-enoic Acid[4-(3-chloro-4-fluoro-phenylamino)-3-cyano-7-methoxy-quinolin-6-yl]-amide). Isolated yield 40.7%. Reaction SMILES: [Cl:1][C:2]1[CH:3]=[C:4]([NH:9][C:10]2[C:19]3[C:14](=[CH:15][C:16]([O:27][CH3:28])=[C:17]([NH:20][C:21](=[O:26])[CH:22]=[CH:23][CH2:24]Br)[CH:18]=3)[N:13]=[CH:12][C:11]=2[C:29]#[N:30])[CH:5]=[CH:6][C:7]=1[F:8].[OH:31][CH:32]1[CH2:37][CH2:36][NH:35][CH2:34][CH2:33]1.C(=O)(O)[O-].[Na+]>CN(C)C=O>[Cl:1][C:2]1[CH:3]=[C:4]([NH:9][C:10]2[C:19]3[C:14](=[CH:15][C:16]([O:27][CH3:28])=[C:17]([NH:20][C:21](=[O:26])[CH:22]=[CH:23][CH2:24][N:35]4[CH2:36][CH2:37][CH:32]([OH:31])[CH2:33][CH2:34]4)[CH:18]=3)[N:13]=[CH:12][C:11]=2[C:29]#[N:30])[CH:5]=[CH:6][C:7]=1[F:8] |f:2.3|. Reported procedure: A mixture of 250 mg (0.51 mmol) of the 4-bromo-but-2-enoic acid[4-(3-chloro-4-fluoro-phenylamino)-3-cyano-7-methoxy-quinolin-6-yl]-amide, and 103.2 mg (1.02 mmol) of 4-hydroxypiperidine in 2.25 ml dimethylformamide was stirred at room temperature for 3 hr. Saturated sodium bicarbonate was added and the precipitate was filtered and washed with hexane to give the first crop of product. The filtrate was extracted with ethyl acetate and the organic layer with purified by preparative TLC to yield the... Reactants: CC(C)(C)OC(=O)N1CC(c2nc(-c3ccc(Oc4ccccc4)cc3)c3c(Cl)nccn23)C1, N, O. As a reaction SMILES: [C:2]([CH3:3])([CH3:4])([CH3:5])[O:6][C:7](=[O:8])[N:9]1[CH2:10][CH:11]([c:13]2[n:14][c:15](-[c:23]3[cH:24][cH:25][c:26]([O:29][c:30]4[cH:31][cH:32][cH:33][cH:34][cH:35]4)[cH:27][cH:28]3)[c:16]3[n:17]2[cH:18][cH:19][n:20][c:21]3[Cl:22])[CH2:12]1.[NH3:1].[OH2:36]>>[NH2:1][c:21]1[c:16]2[c:15](-[c:23]3[cH:24][cH:25][c:26]([O:29][c:30]4[cH:31][cH:32][cH:33][cH:34][cH:35]4)[cH:27][cH:28]3)[n:14][c:13]([CH:11]3[CH2:10][N:9]([C:7]([O:6][C:2]([CH3:3])([CH3:4])[CH3:5])=[O:8])[CH2:12]3)[n:17]2[cH:18][cH:19][n:20]1. The product is CC(C)(C)OC(=O)N1CC(c2nc(-c3ccc(Oc4ccccc4)cc3)c3c(N)nccn23)C1.